From a dataset of the Open Reaction Database (ORD), a public repository of structured organic reaction records. describe an organic reaction: reactants, conditions, products, and yield Starting materials: IC=1C(NC(N([C@H]2C[C@H](O)[C@@H](CO)O2)C1)=O)=O (5-iodo-2′-deoxyuridine), C(C)(=O)O (acetic acid), C(C)(=O)OC(C)=O (acetic anhydride), HClO4, C(C)(=O)OC(C)=O (acetic anhydride). Reagents/catalysts: catalyst. Solvent: CCOCC (ether). Yields the product C(C)(=O)O[C@H]1C[C@@H](O[C@@H]1COC(C)=O)N1C(=O)NC(=O)C(=C1)I (3′,5′-Di-O-acetyl-5-iodo-2′-deoxyuridine). The yield is 102.8%. Reaction SMILES: [I:1][C:2]1[C:3](=[O:17])[NH:4][C:5](=[O:16])[N:6]([CH:15]=1)[C@@H:7]1[O:14][C@H:11]([CH2:12][OH:13])[C@@H:9]([OH:10])[CH2:8]1.[C:18]([OH:21])(=O)[CH3:19].[C:22](OC(=O)C)(=[O:24])[CH3:23]>CCOCC>[C:22]([O:10][C@@H:9]1[C@@H:11]([CH2:12][O:13][C:18](=[O:21])[CH3:19])[O:14][C@@H:7]([N:6]2[CH:15]=[C:2]([I:1])[C:3](=[O:17])[NH:4][C:5]2=[O:16])[CH2:8]1)(=[O:24])[CH3:23]. Procedure details: To 5-iodo-2′-deoxyuridine (2.1) (70.8 g, 200 mmol, 1 eq) in an 500 mL Erlenmeyer flask was added acetic acid (72 g, 68.7 mL, 1200 mmol, 6 eq) and acetic anhydride (51 g, 47.1 mL, 500 mmol, 2.5 eq). In a test tube at 0° C., the catalyst for the reaction was prepared by adding HClO4 (0.5 mL) over acetic anhydride (2 mL). Five drops of the catalyst were added into the Erlenmeyer flask at 0° C. with stirring. The reaction mixture was brought to room temperature and stirred for 4 hours where upon a t... Starting materials: CCO, CCn1ncc2c1ncc1c(Cl)nc3ncnn3c12, [Na]. Yields the product CCOc1nc2ncnn2c2c1cnc1c2cnn1CC. RXN SMILES: [CH3:21][CH2:22][OH:23].[Cl:1][c:2]1[n:3][c:4]2[n:5]([c:6]3[c:7]1[cH:8][n:9][c:10]1[c:11]3[cH:12][n:13][n:14]1[CH2:15][CH3:16])[n:17][cH:18][n:19]2.[Na:20]>>[c:2]1([O:23][CH2:22][CH3:21])[n:3][c:4]2[n:5]([c:6]3[c:7]1[cH:8][n:9][c:10]1[c:11]3[cH:12][n:13][n:14]1[CH2:15][CH3:16])[n:17][cH:18][n:19]2. Reaction SMILES: [CH3:1][N:2]1[C:6]2=[N:7][C:8]([CH3:12])=[CH:9][C:10]([CH3:11])=[C:5]2[CH2:4][CH2:3]1.[Li][CH2:14][CH2:15][CH2:16][CH3:17].BrCCCC>C1COCC1>[CH3:1][N:2]1[C:6]2=[N:7][C:8]([CH2:12][CH2:14][CH2:15][CH2:16][CH3:17])=[CH:9][C:10]([CH3:11])=[C:5]2[CH2:4][CH2:3]1. The product is CN1CCC=2C1=NC(=CC2C)CCCCC (1,4-Dimethyl-6-pentyl-2,3-dihydro-1H-pyrrolo[2,3-b]pyridine). Solvent: C1CCOC1 (THF). Reported procedure: To a solution of 225 mg (1.39 mmol) of 1,4,6-trimethyl-2,3-dihydro-1H-pyrrolo[2,3-b]pyridine in 4 mL of THF was added 1.39 mL (2.22 mmol, 1.6 M in hexanes) of n-BuLi followed by 157 μL (1.46 mmol) of 1-bromobutane at −78° C. The reaction mixture was slowly warmed to room temperature and stirred for another 16 h. The reaction mixture was quenched by the addition of 10 mL of sat aq NH4Cl at 0° C. The mixture was extracted with EtOAc. The combined organic layer was washed with brine, dried (MgSO4) ... Reaction conditions: time 16 hour. The reactants are CN1CCC=2C1=NC(=CC2C)C (1,4,6-trimethyl-2,3-dihydro-1H-pyrrolo[2,3-b]pyridine), [Li]CCCC (n-BuLi), BrCCCC (1-bromobutane). Reactants: CCCNCC1(C)C(CC)NC(CC)NC1CC, Cl, O. Product: CCCNCC(C)(C(N)CC)C(N)CC. As a reaction SMILES: [CH2:1]([NH:2][CH2:3][CH2:4][CH3:5])[C:6]1([CH3:18])[CH:7]([CH2:16][CH3:17])[NH:8][CH:9]([CH2:14][CH3:15])[NH:10][CH:11]1[CH2:12][CH3:13].[ClH:19].[OH2:20]>>[CH2:1]([NH:2][CH2:3][CH2:4][CH3:5])[C:6]([CH:7]([NH2:8])[CH2:16][CH3:17])([CH:11]([NH2:10])[CH2:12][CH3:13])[CH3:18]. Reactants: Cc1c(N2C(=O)C(CNC(=O)OC(C)(C)C)N(C)C2=O)ccc(C#N)c1Cl, ClCCl, O=C(O)C(F)(F)F. Yields the product Cc1c(N2C(=O)C(CN)N(C)C2=O)ccc(C#N)c1Cl. RXN SMILES: [C:1]([O:2][C:3](=[O:4])[NH:7][CH2:8][CH:9]1[N:10]([CH3:26])[C:11](=[O:25])[N:12]([c:15]2[c:16]([CH3:24])[c:17]([Cl:23])[c:18]([C:21]#[N:22])[cH:19][cH:20]2)[C:13]1=[O:14])([CH3:5])([CH3:6])[CH3:27].[Cl:28][CH2:29][Cl:30].[F:31][C:32]([F:33])([F:34])[C:35]([OH:36])=[O:37]>>[NH2:7][CH2:8][CH:9]1[N:10]([CH3:26])[C:11](=[O:25])[N:12]([c:15]2[c:16]([CH3:24])[c:17]([Cl:23])[c:18]([C:21]#[N:22])[cH:19][cH:20]2)[C:13]1=[O:14].